From a dataset of the Open Reaction Database (ORD), a public repository of structured organic reaction records. describe an organic reaction: reactants, conditions, products, and yield Reactants: Cl.N1C[C@@H](CC1)NC(=O)C1=CNC2=C1N=CN=C2C2=C(C=C(C(=C2)F)OC)OCC2CC2 (4-(2-cyclopropylmethoxy-5-fluoro-4-methoxy-phenyl)-5H-pyrrolo[3,2-d]pyrimidine-7-carboxylic acid (R)-pyrrolidin-3-ylamide hydrochloride), ClC(=O)[C@H](C)OC(C)=O (acetic acid (S)-1-chlorocarbonyl-ethyl ester). The product is O[C@H](C(=O)N1C[C@@H](CC1)NC(=O)C1=CNC2=C1N=CN=C2C2=C(C=C(C(=C2)F)OC)OCC2CC2)C (4-(2-Cyclopropylmethoxy-5-fluoro-4-methoxy-phenyl)-5H-pyrrolo[3,2-d]pyrimidine-7-carboxylic acid [(R)-1-((S)-2-hydroxy-propionyl)pyrrolidin-3-yl]-amide). Reaction SMILES: Cl.[NH:2]1[CH2:6][CH2:5][C@@H:4]([NH:7][C:8]([C:10]2[C:14]3[N:15]=[CH:16][N:17]=[C:18]([C:19]4[CH:24]=[C:23]([F:25])[C:22]([O:26][CH3:27])=[CH:21][C:20]=4[O:28][CH2:29][CH:30]4[CH2:32][CH2:31]4)[C:13]=3[NH:12][CH:11]=2)=[O:9])[CH2:3]1.Cl[C:34]([C@@H:36]([O:38]C(=O)C)[CH3:37])=[O:35]>>[OH:38][C@@H:36]([CH3:37])[C:34]([N:2]1[CH2:6][CH2:5][C@@H:4]([NH:7][C:8]([C:10]2[C:14]3[N:15]=[CH:16][N:17]=[C:18]([C:19]4[CH:24]=[C:23]([F:25])[C:22]([O:26][CH3:27])=[CH:21][C:20]=4[O:28][CH2:29][CH:30]4[CH2:31][CH2:32]4)[C:13]=3[NH:12][CH:11]=2)=[O:9])[CH2:3]1)=[O:35] |f:0.1|. Procedure: Starting from 4-(2-cyclopropylmethoxy-5-fluoro-4-methoxy-phenyl)-5H-pyrrolo[3,2-d]pyrimidine-7-carboxylic acid (R)-pyrrolidin-3-ylamide hydrochloride (example A169) and acetic acid (S)-1-chlorocarbonyl-ethyl ester the title compound is obtained as colorless solid. The reactants are C(=O)([O-])[O-].[Cs+].[Cs+] (Cs2CO3), C1(=CC=CC=C1)P(C1=CC=CC=2C(C3=CC=CC(=C3OC12)P(C1=CC=CC=C1)C1=CC=CC=C1)(C)C)C1=CC=CC=C1 (4,5-bis(diphenylphosphino)-9,9-dimethylxanthene), ClC1=NC(=CC(=N1)C1=CC(=C(C=C1)F)Cl)N1CCN(CC1)C1=NC=CC=C1C(F)(F)F (2-chloro-4-(3-chloro-4-fluoro-phenyl)-6-[4-(3-trifluoromethyl-pyridin-2-yl)-piperazin-1-yl]-pyrimidine), C(C)(C)(C)OC(=O)N1CC(NCC1)=O (3-oxo-piperazine-1-carboxylic acid tert-butyl ester). The reagents and catalysts are C=1C=CC(=CC1)/C=C/C(=O)/C=C/C2=CC=CC=C2.C=1C=CC(=CC1)/C=C/C(=O)/C=C/C2=CC=CC=C2.C=1C=CC(=CC1)/C=C/C(=O)/C=C/C2=CC=CC=C2.[Pd].[Pd] (Pd2(dba)3). Run in O1CCOCC1 (dioxane). Conditions: temperature 90 celsius. The product is ClC=1C=C(C=CC1F)C1=NC(=NC(=C1)N1CCN(CC1)C1=NC=CC=C1C(F)(F)F)N1C(CN(CC1)CCC)=O (1-{4-(3-Chloro-4-fluoro-phenyl)-6-[4-(3-trifluoromethyl-pyridin-2-yl)-piperazin-1-yl]-pyrimidin-2-yl}-4-propyl-piperazin-2-one). As a reaction SMILES: Cl[C:2]1[N:7]=[C:6]([C:8]2[CH:13]=[CH:12][C:11]([F:14])=[C:10]([Cl:15])[CH:9]=2)[CH:5]=[C:4]([N:16]2[CH2:21][CH2:20][N:19]([C:22]3[C:27]([C:28]([F:31])([F:30])[F:29])=[CH:26][CH:25]=[CH:24][N:23]=3)[CH2:18][CH2:17]2)[N:3]=1.C(O[C:37]([N:39]1[CH2:44][CH2:43][NH:42][C:41](=[O:45])[CH2:40]1)=O)(C)(C)C.C([O-])([O-])=O.[Cs+].[Cs+].[C:52]1(P(C2C=CC=CC=2)C2C3OC4C(=CC=CC=4P(C4C=CC=CC=4)C4C=CC=CC=4)C(C)(C)C=3C=CC=2)C=CC=C[CH:53]=1>O1CCOCC1.C1C=CC(/C=C/C(/C=C/C2C=CC=CC=2)=O)=CC=1.C1C=CC(/C=C/C(/C=C/C2C=CC=CC=2)=O)=CC=1.C1C=CC(/C=C/C(/C=C/C2C=CC=CC=2)=O)=CC=1.[Pd].[Pd]>[Cl:15][C:10]1[CH:9]=[C:8]([C:6]2[CH:5]=[C:4]([N:16]3[CH2:17][CH2:18][N:19]([C:22]4[C:27]([C:28]([F:30])([F:29])[F:31])=[CH:26][CH:25]=[CH:24][N:23]=4)[CH2:20][CH2:21]3)[N:3]=[C:2]([N:42]3[CH2:43][CH2:44][N:39]([CH2:37][CH2:52][CH3:53])[CH2:40][C:41]3=[O:45])[N:7]=2)[CH:13]=[CH:12][C:11]=1[F:14] |f:2.3.4,7.8.9.10.11|. Procedure: To a solution of 2-chloro-4-(3-chloro-4-fluoro-phenyl)-6-[4-(3-trifluoromethyl-pyridin-2-yl)-piperazin-1-yl]-pyrimidine (259 mg, 0.55 mmol), 3-oxo-piperazine-1-carboxylic acid tert-butyl ester (prepared essentially as described by Kane and Carr (1980) Teit. Lett. 21:3019-20; 132 mg, 0.66 mmol) and Cs2CO3 (250 mg, 0.77 mmol) in dioxane, add 4,5-bis(diphenylphosphino)-9,9-dimethylxanthene (19 mg, 0.03 mmol). Purge the reaction mixture for 10 minutes with nitrogen gas and then add Pd2(dba)3 (10 mg,... Reactants: CCOC(=O)CC(=O)OCC, CC[O-], CCO, ClCCOCCCl, [Na+], [Na]. The product is CCOC(=O)C1(C(=O)OCC)CCOCC1. RXN SMILES: [C:1]([CH2:2][C:3](=[O:4])[O:5][CH2:6][CH3:7])(=[O:8])[O:9][CH2:10][CH3:11].[CH3:13][CH2:14][O-:15].[CH3:24][CH2:25][OH:26].[Cl:17][CH2:18][CH2:19][O:20][CH2:21][CH2:22][Cl:23].[Na+:12].[Na:16]>>[C:1]([C:2]1([C:3](=[O:4])[O:5][CH2:6][CH3:7])[CH2:18][CH2:19][O:20][CH2:21][CH2:22]1)(=[O:8])[O:9][CH2:10][CH3:11].